From a dataset of the Open Reaction Database (ORD), a public repository of structured organic reaction records. describe an organic reaction: reactants, conditions, products, and yield Reactants: C[Si](C)(C)CN1N=NC(=C1)C1=NC=CC=C1 (2-(1-trimethylsilanylmethyl-1H-[1,2,3]triazol-4-yl)-pyridine), O (water), O (water), [F-].C(CCC)[N+](CCCC)(CCCC)CCCC (tetrabutylammonium fluoride). Run in C1CCOC1 (THF). Run at temperature 0 celsius, time 1 hour. Product: CN1N=NC(=C1)C1=NC=CC=C1 (2-(1-Methyl-1H-[1,2,3]triazol-4-yl)-pyridine). The yield is 84.8%. Reaction SMILES: C[Si]([CH2:5][N:6]1[CH:10]=[C:9]([C:11]2[CH:16]=[CH:15][CH:14]=[CH:13][N:12]=2)[N:8]=[N:7]1)(C)C.O.[F-].C([N+](CCCC)(CCCC)CCCC)CCC>C1COCC1>[CH3:5][N:6]1[CH:10]=[C:9]([C:11]2[CH:16]=[CH:15][CH:14]=[CH:13][N:12]=2)[N:8]=[N:7]1 |f:2.3|. Reported procedure: To a solution of 2-(1-trimethylsilanylmethyl-1H-[1,2,3]triazol-4-yl)-pyridine (6.05 g, 26 mmol) in THF (435 mL) was added water (0.94 mL, 52 mmol) and then tetrabutylammonium fluoride (1 M in THF, 31.2 mL, 31 mmol) was added dropwise at 0° C. The reaction mixture was stirred at 0° C. for 1 h. The resulting mixture was poured into water and then the THF was evaporated. The aqueous layer was then extracted with ethyl acetate and the combined organic extracts washed with brine, dried over sodium su... Reactants: C(C)OC(=O)C1(CCNCC1)CCOC (4-(2-methoxy-ethyl)-piperidine-4-carboxylic acid ethyl ester), FC(OC1=C(C=CC=C1)S(=O)(=O)Cl)(F)F (2-trifluoromethoxy-benzenesulfonyl chloride), C(C)(C)OC1=CC=C(N)C=C1 (4-isopropoxy-aniline). Yields the product C(C)(C)OC1=CC=C(C=C1)N1C(C2(CC1)CCN(CC2)S(=O)(=O)C2=C(C=CC=C2)OC(F)(F)F)=O (2-(4-Isopropoxy-phenyl)-8-(2-trifluoromethoxy-benzenesulfonyl)-2,8-diaza-spiro[4.5]decan-1-one). Reaction SMILES: C(O[C:4]([C:6]1([CH2:12][CH2:13]OC)[CH2:11][CH2:10][NH:9][CH2:8][CH2:7]1)=[O:5])C.[F:16][C:17]([F:30])([F:29])[O:18][C:19]1[CH:24]=[CH:23][CH:22]=[CH:21][C:20]=1[S:25](Cl)(=[O:27])=[O:26].[CH:31]([O:34][C:35]1[CH:41]=[CH:40][C:38]([NH2:39])=[CH:37][CH:36]=1)([CH3:33])[CH3:32]>>[CH:31]([O:34][C:35]1[CH:41]=[CH:40][C:38]([N:39]2[CH2:13][CH2:12][C:6]3([CH2:7][CH2:8][N:9]([S:25]([C:20]4[CH:21]=[CH:22][CH:23]=[CH:24][C:19]=4[O:18][C:17]([F:30])([F:29])[F:16])(=[O:27])=[O:26])[CH2:10][CH2:11]3)[C:4]2=[O:5])=[CH:37][CH:36]=1)([CH3:33])[CH3:32]. Reported procedure: Light brown solid. MS (ESI): 513.16 (MH+). This example was prepared in analogy to example 1 step C) to D) from 4-(2-methoxy-ethyl)-piperidine-4-carboxylic acid ethyl ester (example 1 step B)), 2-trifluoromethoxy-benzenesulfonyl chloride and 4-isopropoxy-aniline. Reactants: OC=1C(=NC=CC1)C (3-hydroxy-2-methylpyridine), ClC1=C2C(=NC=N1)N(N=C2)C2CCN(CC2)C2=NC(=NO2)C(C)C (4-chloro-1-[1-(3-isopropyl-[1,2,4]oxadiazol-5-yl)-piperidin-4-yl]-1H-pyrazolo[3,4-d]pyrimidine), ClC1=C2C(=NC=N1)N(N=C2)C2CCN(CC2)C2=NC(=NO2)C(C)C (4-chloro-1-[1-(3-isopropyl-[1,2,4]oxadiazol-5-yl)-piperidin-4-yl]-1H-pyrazolo[3,4-d]pyrimidine), C([O-])([O-])=O.[K+].[K+] (potassium carbonate), C([O-])([O-])=O.[K+].[K+] (Potassium carbonate). The solvent is CN(C)C=O (DMF), CN(C)C=O (DMF). Reaction conditions: temperature 160 celsius. Yields the product C(C)(C)C1=NOC(=N1)N1CCC(CC1)N1N=CC=2C1=NC=NC2OC=2C(=NC=CC2)C (1-[1-(3-Isopropyl-[1,2,4]oxadiazol-5-yl)-piperidin-4-yl]-4-(2-methyl-pyridin-3-yloxy)-1H-pyrazolo[3,4-d]pyrimidine). Yield: 38.9%. As a reaction SMILES: [OH:1][C:2]1[C:3]([CH3:8])=[N:4][CH:5]=[CH:6][CH:7]=1.Cl[C:10]1[N:15]=[CH:14][N:13]=[C:12]2[N:16]([CH:19]3[CH2:24][CH2:23][N:22]([C:25]4[O:29][N:28]=[C:27]([CH:30]([CH3:32])[CH3:31])[N:26]=4)[CH2:21][CH2:20]3)[N:17]=[CH:18][C:11]=12.C(=O)([O-])[O-].[K+].[K+]>CN(C=O)C>[CH:30]([C:27]1[N:26]=[C:25]([N:22]2[CH2:23][CH2:24][CH:19]([N:16]3[C:12]4=[N:13][CH:14]=[N:15][C:10]([O:1][C:2]5[C:3]([CH3:8])=[N:4][CH:5]=[CH:6][CH:7]=5)=[C:11]4[CH:18]=[N:17]3)[CH2:20][CH2:21]2)[O:29][N:28]=1)([CH3:32])[CH3:31] |f:2.3.4|. Procedure: A mixture of 3-hydroxy-2-methylpyridine (Aldrich Chemical Company, Inc., Milwaukee, Wis., USA; 1.25 mg, 0.011 mmol), 4-chloro-1-[1-(3-isopropyl-[1,2,4]oxadiazol-5-yl)-piperidin-4-yl]-1H-pyrazolo[3,4-d]pyrimidine (Intermediate 22; 4 mg, 0.012 mmol) and potassium carbonate (3 mg, 0.022 mmol) in DMF (0.5 mL) was heated in a microwave at 160° C. for 10 min, but TLC showed no reaction. Potassium carbonate (3 mg, 0.022 mmol) and DMF (0.1 mL) were added and the reaction mixture was heated in a microwav... The reactants are [Al+3], CCOC(=O)c1ccccc1CCc1ccc(Br)cc1, CCOC(C)=O, [Cl-], [H-], [H-], [H-], [H-], [Li+], [NH4+]. Product: OCc1ccccc1CCc1ccc(Br)cc1. As a reaction SMILES: [Al+3:2].[Br:7][c:8]1[cH:9][cH:10][c:11]([CH2:12][CH2:13][c:14]2[c:15]([C:16](=[O:17])[O:18][CH2:19][CH3:20])[cH:21][cH:22][cH:23][cH:24]2)[cH:25][cH:26]1.[CH3:29][CH2:30][O:31][C:32](=[O:33])[CH3:34].[Cl-:27].[H-:1].[H-:4].[H-:5].[H-:6].[Li+:3].[NH4+:28]>>[Br:7][c:8]1[cH:9][cH:10][c:11]([CH2:12][CH2:13][c:14]2[c:15]([CH2:16][OH:17])[cH:21][cH:22][cH:23][cH:24]2)[cH:25][cH:26]1. Starting materials: ClC1=CC=C(C(=O)C2=C(C(=O)N(CC)CC(NS(=O)(=O)C3=CC=C(C=C3)C)C)C=CC=C2)C=C1 (2-(p-chlorobenzoyl)-N-[2-methyl-2-(p-toluenesulfonamido)ethyl]-N-ethylbenzamide), S(O)(O)(=O)=O (sulfuric acid). Reaction conditions: time 21 hour. The product is Cl.ClC1=CC=C(C=C1)C(C1=C(C=CC=C1)C=1N(CC(N1)C)CC)=O (4'-chloro-2-(1-ethyl-4-methyl-2-imidazolin-2-yl)benzophenone hydrochloride). As a reaction SMILES: [Cl:1][C:2]1[CH:34]=[CH:33][C:5]([C:6]([C:8]2[CH:32]=[CH:31][CH:30]=[CH:29][C:9]=2[C:10]([N:12]([CH2:15][CH:16]([CH3:28])[NH:17]S(C2C=CC(C)=CC=2)(=O)=O)[CH2:13][CH3:14])=O)=[O:7])=[CH:4][CH:3]=1.S(=O)(=O)(O)O>>[ClH:1].[Cl:1][C:2]1[CH:34]=[CH:33][C:5]([C:6](=[O:7])[C:8]2[CH:32]=[CH:31][CH:30]=[CH:29][C:9]=2[C:10]2[N:12]([CH2:13][CH3:14])[CH2:15][CH:16]([CH3:28])[N:17]=2)=[CH:4][CH:3]=1 |f:2.3|. Procedure details: Forty grams of 2-(p-chlorobenzoyl)-N-[2-methyl-2-(p-toluenesulfonamido)ethyl]-N-ethylbenzamide and 100 ml. of 90% (v/v) sulfuric acid were mixed together and heated in a steam bath for 45 minutes. After standing at room temperature 21 hours, the solution was quenched with 500 ml. of ice water. The mixture was extracted with dichloromethane. The aqueous portion was cooled and made basic with 50% sodium hydroxide solution. The mixture was extracted with ethyl acetate. The ethyl acetate portion was... The reactants are COC(=O)c1ccc2c(=O)c3ccccc3oc2c1, CO, Cl, [Na+], [OH-]. Product: O=C(O)c1ccc2c(=O)c3ccccc3oc2c1. RXN SMILES: [CH3:1][O:2][C:3](=[O:4])[c:5]1[cH:6][cH:7][c:8]2[c:9](=[O:19])[c:10]3[cH:11][cH:12][cH:13][cH:14][c:15]3[o:16][c:17]2[cH:18]1.[CH3:23][OH:24].[ClH:22].[Na+:21].[OH-:20]>>[O:2]=[C:3]([OH:4])[c:5]1[cH:6][cH:7][c:8]2[c:9](=[O:19])[c:10]3[cH:11][cH:12][cH:13][cH:14][c:15]3[o:16][c:17]2[cH:18]1. The reactants are COC(=O)CS, CCOC(C)=O, CC(=O)c1ccc(F)cc1, [H-], [Na+], CN(C)C=O. The product is COC(=O)CSc1ccc(C(C)=O)cc1. As a reaction SMILES: [C:1]([CH2:2][SH:3])(=[O:4])[O:5][CH3:6].[CH3:24][CH2:25][O:26][C:27](=[O:28])[CH3:29].[F:9][c:10]1[cH:11][cH:12][c:13]([C:16]([CH3:17])=[O:18])[cH:14][cH:15]1.[H-:8].[Na+:7].[O:19]=[CH:20][N:21]([CH3:22])[CH3:23]>>[C:1]([CH2:2][S:3][c:10]1[cH:11][cH:12][c:13]([C:16]([CH3:17])=[O:18])[cH:14][cH:15]1)(=[O:4])[O:5][CH3:6]. Reactants: COc1cc2c(Cl)c(NC(=O)OC(C)(C)C)cnc2cc1OCCCN1CCCCC1, ClCCl, [NH4+], [OH-], O=C(O)C(F)(F)F. Product: COc1cc2c(Cl)c(N)cnc2cc1OCCCN1CCCCC1. As a reaction SMILES: [C:1]([O:2][C:3](=[O:4])[NH:7][c:8]1[cH:9][n:10][c:11]2[cH:12][c:13]([O:21][CH2:22][CH2:23][CH2:24][N:25]3[CH2:26][CH2:27][CH2:28][CH2:29][CH2:30]3)[c:14]([O:19][CH3:20])[cH:15][c:16]2[c:17]1[Cl:18])([CH3:5])([CH3:6])[CH3:31].[Cl:41][CH2:42][Cl:43].[NH4+:39].[OH-:40].[OH:32][C:33]([C:34]([F:35])([F:36])[F:37])=[O:38]>>[NH2:7][c:8]1[cH:9][n:10][c:11]2[cH:12][c:13]([O:21][CH2:22][CH2:23][CH2:24][N:25]3[CH2:26][CH2:27][CH2:28][CH2:29][CH2:30]3)[c:14]([O:19][CH3:20])[cH:15][c:16]2[c:17]1[Cl:18].